From a dataset of the Open Reaction Database (ORD), a public repository of structured organic reaction records. describe an organic reaction: reactants, conditions, products, and yield The reactants are CN(C)C=C1CC(NC2=C(C1=O)C=C(C=C2)F)=O (4-[(dimethylamino)methylene]-7-fluoro-3,4-dihydro-1H-benzazepine-2,5-dione), Cl.COC1=CC=C(C=C1)CC(=N)N (2-(4-methoxyphenyl)-acetamidine hydrochloride). Product: FC=1C=CC2=C(C3=C(CC(N2)=O)C=NC(=N3)CC3=CC=C(C=C3)OC)C1 (10-Fluoro-5,7-dihydro-2-[(4-methoxyphenyl)Methyl]-6H-pyrimido[5,4-d][1]benzazepin-6-one). As a reaction SMILES: CN([CH:4]=[C:5]1[C:11](=O)[C:10]2[CH:13]=[C:14]([F:17])[CH:15]=[CH:16][C:9]=2[NH:8][C:7](=[O:18])[CH2:6]1)C.Cl.[CH3:20][O:21][C:22]1[CH:27]=[CH:26][C:25]([CH2:28][C:29]([NH2:31])=[NH:30])=[CH:24][CH:23]=1>>[F:17][C:14]1[CH:15]=[CH:16][C:9]2[NH:8][C:7](=[O:18])[CH2:6][C:5]3[CH:4]=[N:30][C:29]([CH2:28][C:25]4[CH:24]=[CH:23][C:22]([O:21][CH3:20])=[CH:27][CH:26]=4)=[N:31][C:11]=3[C:10]=2[CH:13]=1 |f:1.2|. Procedure: Analogous to Scheme 1, from 4-[(dimethylamino)methylene]-7-fluoro-3,4-dihydro-1H-benzazepine-2,5-dione and 2-(4-methoxyphenyl)-acetamidine hydrochloride. Starting materials: solution, Cl (hydrochloric acid), C(C)(=O)OC1C(C2CN(CC2C(C1)(C1=CC=CC=C1)C1=CC=CC=C1)C(=O)OC=C)=O ((3aRS,5RS,7aRS)-5-acetoxy-7,7-diphenyl-2-vinyloxycarbonylperhydroisoindolin-4-one). Solvent: O1CCOCC1 (dioxane), O1CCOCC1 (dioxane). Conditions: time 1 hour. Yields the product Cl.C(C)(=O)OC1C(C2CNCC2C(C1)(C1=CC=CC=C1)C1=CC=CC=C1)=O ((3aRS,5RS,7aRS)-5-acetoxy-7,7-diphenylperhydroisoindol-4-one hydrochloride). As a reaction SMILES: [ClH:1].[C:2]([O:5][CH:6]1[CH2:14][C:13]([C:21]2[CH:26]=[CH:25][CH:24]=[CH:23][CH:22]=2)([C:15]2[CH:20]=[CH:19][CH:18]=[CH:17][CH:16]=2)[CH:12]2[CH:8]([CH2:9][N:10](C(OC=C)=O)[CH2:11]2)[C:7]1=[O:32])(=[O:4])[CH3:3]>O1CCOCC1>[ClH:1].[C:2]([O:5][CH:6]1[CH2:14][C:13]([C:15]2[CH:20]=[CH:19][CH:18]=[CH:17][CH:16]=2)([C:21]2[CH:26]=[CH:25][CH:24]=[CH:23][CH:22]=2)[CH:12]2[CH:8]([CH2:9][NH:10][CH2:11]2)[C:7]1=[O:32])(=[O:4])[CH3:3] |f:3.4|. Procedure: 394 cm3 of a 5.2N solution of hydrochloric acid in dioxane are added to a solution of 51.2 g of (3aRS,5RS,7aRS)-5-acetoxy-7,7-diphenyl-2-vinyloxycarbonylperhydroisoindolin-4-one in 118 cm3 of dioxane at room temperature. The reaction mixture is stirred at this temperature for 1 hour and then concentrated to dryness under reduced pressure (2.7 kPa). The residue is recrystallized from 200 cm3 of boiling ethanol. 13.4 g of (3aRS,5RS,7aRS)-5-acetoxy-7,7-diphenylperhydroisoindol-4-one hydrochloride a... Starting materials: C1(C=CCC2=CC=CC=C12)C(=O)O (1,4-dihydro-alpha-naphthoic acid), S(=O)(Cl)Cl (thionyl chloride). As a reaction SMILES: [CH:1]1([C:11]([OH:13])=O)[C:10]2[C:5](=[CH:6][CH:7]=[CH:8][CH:9]=2)[CH2:4][CH:3]=[CH:2]1.S(Cl)([Cl:16])=O>>[CH:1]1([C:11]([Cl:16])=[O:13])[C:10]2[C:5](=[CH:6][CH:7]=[CH:8][CH:9]=2)[CH2:4][CH:3]=[CH:2]1. Reported procedure: In an example of this reaction 1,4-dihydro-alpha-naphthoic acid is reacted with thionyl chloride at room temperature for 1-6 hours to obtain 1,4-dihydro-alpha-naphthoic chloride. This compound is then reacted with an amine of the formula (3) and triethylamine in ether solvent under reflux for 0.1-3 hours to obtain a compound of the formula (1a). Compounds of the formulae (1b) and (1c) may also be produced in the same manner as just described using 3,4-dihydro-alpha-naphthoic acid and 1,2,3,4-tet... Product: C1(C=CCC2=CC=CC=C12)C(=O)Cl (1,4-dihydro-alpha-naphthoic chloride). Reactants: C(C)[Zn]CC (diethyl zinc), CC1(C=2C=C(C(=CC2C(CC1)(C)C)C(CCO)=C)OCCC)C (3-(5,5,8,8-tetramethyl-3-propyloxy-5,6,7,8-tetrahydronaphthalen-2-yl)-3-buten-1-ol), C1(CC1)O (cyclopropyl alcohol), C=1C=C[NH+]=CC1.[O-][Cr](=O)(=O)Cl (PCC), ClCI (chloroiodomethane). Run in ClC(C)Cl (dichloroethane), ClC(C)Cl (dichloroethane), C(Cl)Cl (CH2Cl2). Run at temperature 0 celsius, time 5 minute. The product is CC1(C=2C=CC(=CC2C(CC1)(C)C)C1(CC1)CC=O)C (1-(5,5,8,8-tetramethyl-5,6,7,8-tetrahydronaphthalen-2-yl)-cyclopropaneacetaldehyde). Yield: 54.2%. As a reaction SMILES: [CH2:1]([Zn]CC)[CH3:2].ClCI.[CH3:9][C:10]1([CH3:31])[CH2:19][CH2:18][C:17]([CH3:21])([CH3:20])[C:16]2[CH:15]=[C:14]([C:22](=C)[CH2:23][CH2:24][OH:25])[C:13](OCCC)=[CH:12][C:11]1=2.C1(O)CC1.C1C=C[NH+]=CC=1.[O-][Cr](Cl)(=O)=O>ClC(Cl)C.C(Cl)Cl>[CH3:9][C:10]1([CH3:31])[CH2:19][CH2:18][C:17]([CH3:21])([CH3:20])[C:16]2[CH:15]=[C:14]([C:22]3([CH2:23][CH:24]=[O:25])[CH2:2][CH2:1]3)[CH:13]=[CH:12][C:11]1=2 |f:4.5|. Procedure: In a 15 mL round-bottom flask (oven dried and under argon) was added anhydrous dichloroethane (6 mL) and diethyl zinc (0.34 mL, 3.3 mmol). The mixture was cooled to 0° C. and chloroiodomethane (0.43 mL, 6.0 mmol) was slowly added via syringe. The reaction mixture was stirred at 0° C. for 5 min. and a solution of the above homoallylic alcohol (2: R2 =H; 0.41 g, 1.57 mmol) in dichloroethane (2 mL) was slowly added. The mixture was allowed to warm to room temperature and stirred for one hour. The r... Starting materials: CN1CC(CCC1)CC(=O)C1=CC(=CC=C1)C (1-methyl-3-(3-methylphenacyl)piperidine), C(\C=C/C(=O)O)(=O)O (maleic acid). Solvent: C(C)OCC (diethyl ether), C(C)OCC (diethyl ether). Product: C(\C=C/C(=O)O)(=O)O.CN1CC(CCC1)CC(=O)C1=CC(=CC=C1)C (1-methyl-3-(3-methylphenacyl)piperidine, maleate salt). Reaction SMILES: [CH3:1][N:2]1[CH2:7][CH2:6][CH2:5][CH:4]([CH2:8][C:9]([C:11]2[CH:16]=[CH:15][CH:14]=[C:13]([CH3:17])[CH:12]=2)=[O:10])[CH2:3]1.[C:18]([OH:25])(=[O:24])/[CH:19]=[CH:20]\[C:21]([OH:23])=[O:22]>C(OCC)C>[C:18]([OH:25])(=[O:24])/[CH:19]=[CH:20]\[C:21]([OH:23])=[O:22].[CH3:1][N:2]1[CH2:7][CH2:6][CH2:5][CH:4]([CH2:8][C:9]([C:11]2[CH:16]=[CH:15][CH:14]=[C:13]([CH3:17])[CH:12]=2)=[O:10])[CH2:3]1 |f:3.4|. Reported procedure: The 1-methyl-3-(3-methylphenacyl)piperidine obtained above was dissolved in about 100 ml of diethyl ether. The resulting solution was added to a diethyl ether solution of maleic acid. The solvent was decanted from the resulting solid which was taken up in hot acetone. The resulting solution was cooled and diluted with diethyl ether. The crystals which formed were isolated by filtration, washed with diethyl ether, and recrystallized from acetone/diethyl ether to give 12.6 g of 1-methyl-3-(3-methy... Reactants: C1CCNCC1, ClCCl, CCN(C(C)C)C(C)C, Cc1ccc(C(=O)O)cc1-n1cnc2ccc(OCCCl)cc2c1=O, [N-]=C=O. The product is Cc1ccc(C(=O)O)cc1-n1cnc2ccc(OCCN3CCCCC3)cc2c1=O. RXN SMILES: [CH2:26]1[CH2:27][CH2:28][NH:29][CH2:30][CH2:31]1.[CH2:41]([Cl:42])[Cl:43].[CH:32]([N:33]([CH2:34][CH3:35])[CH:36]([CH3:37])[CH3:38])([CH3:39])[CH3:40].[Cl:1][CH2:2][CH2:3][O:4][c:5]1[cH:6][c:7]2[c:8](=[O:25])[n:9](-[c:15]3[cH:16][c:17]([C:18](=[O:19])[OH:20])[cH:21][cH:22][c:23]3[CH3:24])[cH:10][n:11][c:12]2[cH:13][cH:14]1.[N-:44]=[C:45]=[O:46]>>[CH2:2]([CH2:3][O:4][c:5]1[cH:6][c:7]2[c:8](=[O:25])[n:9](-[c:15]3[cH:16][c:17]([C:18](=[O:19])[OH:20])[cH:21][cH:22][c:23]3[CH3:24])[cH:10][n:11][c:12]2[cH:13][cH:14]1)[N:29]1[CH2:28][CH2:27][CH2:26][CH2:31][CH2:30]1.